From a dataset of the Open Reaction Database (ORD), a public repository of structured organic reaction records. describe an organic reaction: reactants, conditions, products, and yield Reactants: CS(=O)(=O)O.O=P12OP3(=O)OP(=O)(O1)OP(=O)(O2)O3 (Eaton's reagent). The solvent is CS(=O)(=O)O (methanesulfonic acid). Product: O=P12OP3(=O)OP(=O)(O1)OP(=O)(O2)O3 (phosphorus pentoxide). As a reaction SMILES: CS(O)(=O)=O.[O:6]=[P:7]12[O:18][P:16]3([O:19][P:9]([O:11][P:12]([O:15]3)([O:14]1)=[O:13])(=[O:10])[O:8]2)=[O:17]>CS(O)(=O)=O>[O:10]=[P:9]12[O:8][P:7]3([O:14][P:12]([O:15][P:16]([O:18]3)([O:19]1)=[O:17])(=[O:13])[O:11]2)=[O:6] |f:0.1|. Procedure: Eaton's reagent was used as commercially obtained (Aldrich; 7.5% by weight of phosphorus pentoxide in methanesulfonic acid). Reported procedure: A mixture of 4-[(2,4-dichloro-3-fluorophenyl)carbonyl]-2-piperazinone (I37) (170 mg, 0.585 mmol) in dry dichloromethane (DCM) (1.463 ml) was stirred at room temperature under an atmosphere of argon. Triethyloxonium tetrafluoroborate (122 mg, 0.644 mmol) was added and the resulting mixture was stirred for 2½ hours. After this time, 4-methyl-1,3-thiazole-2-carbohydrazide (I121)(115 mg, 0.732 mmol) was added and the solution was stirred for a further 18 hours at room temperature. The solution was c... The solvent is ClCCl (dichloromethane). The reactants are F[B-](F)(F)F.C(C)[O+](CC)CC (Triethyloxonium tetrafluoroborate), ClC1=C(C=CC(=C1F)Cl)C(=O)N1CC(NCC1)=O (4-[(2,4-dichloro-3-fluorophenyl)carbonyl]-2-piperazinone), CC=1N=C(SC1)C(=O)NN (4-methyl-1,3-thiazole-2-carbohydrazide). The product is ClC1=C(C=CC(=C1F)Cl)C(=O)N1CC=2N(CC1)C(=NN2)C=2SC=C(N2)C (7-[(2,4-Dichloro-3-fluorophenyl)carbonyl]-3-(4-methyl-1,3-thiazol-2-yl)-5,6,7,8-tetrahydro[1,2,4]triazolo[4,3-a]pyrazine). RXN SMILES: [Cl:1][C:2]1[C:7]([F:8])=[C:6]([Cl:9])[CH:5]=[CH:4][C:3]=1[C:10]([N:12]1[CH2:17][CH2:16][NH:15][C:14](=O)[CH2:13]1)=[O:11].F[B-](F)(F)F.C([O+](CC)CC)C.[CH3:31][C:32]1[N:33]=[C:34]([C:37]([NH:39][NH2:40])=O)[S:35][CH:36]=1>ClCCl>[Cl:1][C:2]1[C:7]([F:8])=[C:6]([Cl:9])[CH:5]=[CH:4][C:3]=1[C:10]([N:12]1[CH2:17][CH2:16][N:15]2[C:37]([C:34]3[S:35][CH:36]=[C:32]([CH3:31])[N:33]=3)=[N:39][N:40]=[C:14]2[CH2:13]1)=[O:11] |f:1.2|. The solvent is C1CCOC1 (THF). Procedure details: To a solution of {4-[4-Ethyl-2-(4-trifluoromethyl-phenyl)-thiazol-5-ylmethoxy]-3-methyl-phenoxy}-acetic acid ethyl ester (80 mg) in THF (1 mL) is added LiOH (1.0 M, 1.0 mL), after 1 hr, acidified by 5 N HCl and extracted with ethyl, dried over sodium sulfate. Concentration gave the title acid compound (80 mg). MS (ES): 452.03 (M++1), the structure is also confirmed by proton NMR. Reaction conditions: time 1 hour. RXN SMILES: C([O:3][C:4](=[O:33])[CH2:5][O:6][C:7]1[CH:12]=[CH:11][C:10]([O:13][CH2:14][C:15]2[S:19][C:18]([C:20]3[CH:25]=[CH:24][C:23]([C:26]([F:29])([F:28])[F:27])=[CH:22][CH:21]=3)=[N:17][C:16]=2[CH2:30][CH3:31])=[C:9]([CH3:32])[CH:8]=1)C.[Li+].[OH-].Cl>C1COCC1>[CH2:30]([C:16]1[N:17]=[C:18]([C:20]2[CH:21]=[CH:22][C:23]([C:26]([F:29])([F:28])[F:27])=[CH:24][CH:25]=2)[S:19][C:15]=1[CH2:14][O:13][C:10]1[CH:11]=[CH:12][C:7]([O:6][CH2:5][C:4]([OH:33])=[O:3])=[CH:8][C:9]=1[CH3:32])[CH3:31] |f:1.2|. Isolated yield 106.2%. Yields the product C(C)C=1N=C(SC1COC1=C(C=C(OCC(=O)O)C=C1)C)C1=CC=C(C=C1)C(F)(F)F ({4-[4-Ethyl-2-(4-trifluoromethyl-phenyl)-thiazol-5-ylmethoxy]-3-methyl-phenoxy}-acetic acid). Starting materials: C(C)OC(COC1=CC(=C(C=C1)OCC1=C(N=C(S1)C1=CC=C(C=C1)C(F)(F)F)CC)C)=O ({4-[4-Ethyl-2-(4-trifluoromethyl-phenyl)-thiazol-5-ylmethoxy]-3-methyl-phenoxy}-acetic acid ethyl ester), [Li+].[OH-] (LiOH), Cl (HCl).